From a dataset of the Open Reaction Database (ORD), a public repository of structured organic reaction records. describe an organic reaction: reactants, conditions, products, and yield Reactants: C(C)OC(=O)[C@@H]1[C@H](C1)C1=CC=C(C=C1)OC(C)(C)C ((1S,2S)-2-(4-tert-Butoxy-phenyl)-cyclopropanecarboxylic acid ethyl ester), FC(C(=O)O)(F)F (trifluoroacetic acid). Reaction conditions: time 5 minute. Product: C(C)OC(=O)[C@@H]1[C@H](C1)C1=CC=C(C=C1)O ((1S,2S)-2-(4-Hydroxy-phenyl)-cyclopropanecarboxylic acid ethyl ester). The yield is 88.6%. RXN SMILES: [CH2:1]([O:3][C:4]([C@H:6]1[CH2:8][C@@H:7]1[C:9]1[CH:14]=[CH:13][C:12]([O:15]C(C)(C)C)=[CH:11][CH:10]=1)=[O:5])[CH3:2].FC(F)(F)C(O)=O>>[CH2:1]([O:3][C:4]([C@H:6]1[CH2:8][C@@H:7]1[C:9]1[CH:10]=[CH:11][C:12]([OH:15])=[CH:13][CH:14]=1)=[O:5])[CH3:2]. Procedure: (1S,2S)-2-(4-tert-Butoxy-phenyl)-cyclopropanecarboxylic acid ethyl ester (10.5 g, 35.62 mmol) is dissolved in trifluoroacetic acid (15 mL, 195.6 mmol) and stirred for 5 minutes. The mixture is concentrated under vacuum, then reevaporated five times from dichloromethane. The residue is dissolved in boiling cyclohexane (20 mL) and then allowed to cool. The cyclohexane layer is decanted off and the operation repeated. The residue is dried under vacuum to give the title compound (yield 6.51 g).